This data is from the Open Reaction Database (ORD), a public repository of structured organic reaction records. The task is: describe an organic reaction: reactants, conditions, products, and yield The reactants are O1C[C@@H](OC2=NC=CC=C21)CO ((S)-2,3-dihydro-1,4-dioxino[2,3-b]-pyridine-3-methanol), BrBr (bromine), [O-]S(=O)[O-].[Na+].[Na+] (Na2SO3). Run in C(Cl)Cl (DCM), C(=O)([O-])[O-].[Na+].[Na+] (Na2CO3), C(=O)([O-])[O-].[Na+].[Na+] (Na2CO3). Conditions: time 16 hour. Yields the product BrC=1C=C2C(=NC1)O[C@H](CO2)CO ((S)-7-bromo-2,3-dihydro-[1,4]dioxino[2,3-b]pyridine-3-methanol), BrC1=C2C(=NC=C1)OC(CO2)CO (8-bromo-2,3-dihydro-[1,4]dioxino[2,3-b]pyridine-3-methanol). Reaction SMILES: [O:1]1[C:10]2[C:5](=[N:6][CH:7]=[CH:8][CH:9]=2)[O:4][C@@H:3]([CH2:11][OH:12])[CH2:2]1.[Br:13]Br.[O-]S([O-])=O.[Na+].[Na+]>C(Cl)Cl.C([O-])([O-])=O.[Na+].[Na+]>[Br:13][C:8]1[CH:9]=[C:10]2[O:1][CH2:2][C@H:3]([CH2:11][OH:12])[O:4][C:5]2=[N:6][CH:7]=1.[Br:13][C:9]1[CH:8]=[CH:7][N:6]=[C:5]2[O:4][CH:3]([CH2:11][OH:12])[CH2:2][O:1][C:10]=12 |f:2.3.4,6.7.8|. Procedure details: To a solution of intermediate (2-a) (0.03 mol) in DCM (50 ml) and Na2CO3 saturated (50 ml), bromine (0.09 mol) was added dropwise and the reaction mixture was stirred for 16 hours at room temperature. Then a Na2SO3-solution (10%) was added and the mixture was stirred for 5 minutes at room temperature and then neutralized with a saturated Na2CO3-solution. The aqueous layer was extracted with DCM and the separated combined organic layers were dried, filtered and the solvent was evaporated. The res... Reactants: CCO, O=C1c2ccccc2C(=O)N1CCCCCCN1CCC(C2(c3ccc(F)cc3)OCCO2)CC1, NN, O. Yields the product NCCCCCCN1CCC(C2(c3ccc(F)cc3)OCCO2)CC1. RXN SMILES: [CH3:39][CH2:40][OH:41].[F:4][c:5]1[cH:6][cH:7][c:8]([C:11]2([CH:16]3[CH2:17][CH2:18][N:19]([CH2:22][CH2:23][CH2:24][CH2:25][CH2:26][CH2:27][N:28]4[C:29](=[O:30])[c:31]5[c:32]([cH:33][cH:34][cH:35][cH:36]5)[C:37]4=[O:38])[CH2:20][CH2:21]3)[O:12][CH2:13][CH2:14][O:15]2)[cH:9][cH:10]1.[NH2:2][NH2:3].[OH2:1]>>[F:4][c:5]1[cH:6][cH:7][c:8]([C:11]2([CH:16]3[CH2:17][CH2:18][N:19]([CH2:22][CH2:23][CH2:24][CH2:25][CH2:26][CH2:27][NH2:28])[CH2:20][CH2:21]3)[O:12][CH2:13][CH2:14][O:15]2)[cH:9][cH:10]1.